Dataset: the Open Reaction Database (ORD), a public repository of structured organic reaction records. Task: describe an organic reaction: reactants, conditions, products, and yield Starting materials: ClC1=NC=CN=C1 (2-chloropyrazine), C(=O)([O-])[O-].[K+].[K+] (K2CO3), C(C1=CC=CC=C1)S (benzylmercaptan). Run in CS(=O)C (DMSO). The product is C(C1=CC=CC=C1)SC1=NC=CN=C1 (2-Benzylsulfanyl-pyrazine). The yield is 45.6%. As a reaction SMILES: Cl[C:2]1[CH:7]=[N:6][CH:5]=[CH:4][N:3]=1.C([O-])([O-])=O.[K+].[K+].[CH2:14]([SH:21])[C:15]1[CH:20]=[CH:19][CH:18]=[CH:17][CH:16]=1>CS(C)=O>[CH2:14]([S:21][C:2]1[CH:7]=[N:6][CH:5]=[CH:4][N:3]=1)[C:15]1[CH:20]=[CH:19][CH:18]=[CH:17][CH:16]=1 |f:1.2.3|. Reported procedure: In a similar fashion using route 38 general procedure 92, 2-chloropyrazine (1 g, 8.73 mmol), K2CO3 (1.80 g 13.1 mmol), benzylmercaptan (1.62 g 13.1 mmol) and DMSO (8 ml) at 150° C. for 4 h in sealed tube gave the title compound (805 mg, 45%) after purification by column chromatography with n-hexane/EtOAc (97:3) as the eluent. The reactants are F, CC(=O)C1(O)C(C)CC2C3CC(F)C4=CC(=O)CCC4(C)C34OC4CC21C. Product: CC(=O)C1(O)C(C)CC2C3CC(F)C4=CC(=O)CCC4(C)C3(F)C(O)CC21C. RXN SMILES: [FH:28].[O:1]1[C:2]23[C:3]4([CH3:27])[CH2:4][CH2:5][C:6](=[O:26])[CH:7]=[C:8]4[CH:9]([F:25])[CH2:10][CH:11]2[CH:12]2[CH2:13][CH:14]([CH3:24])[C:15]([C:16]([CH3:17])=[O:18])([OH:23])[C:19]2([CH3:22])[CH2:20][CH:21]13>>[OH:1][CH:21]1[C:2]2([F:28])[C:3]3([CH3:27])[CH2:4][CH2:5][C:6](=[O:26])[CH:7]=[C:8]3[CH:9]([F:25])[CH2:10][CH:11]2[CH:12]2[CH2:13][CH:14]([CH3:24])[C:15]([C:16]([CH3:17])=[O:18])([OH:23])[C:19]2([CH3:22])[CH2:20]1.